From a dataset of the Open Reaction Database (ORD), a public repository of structured organic reaction records. describe an organic reaction: reactants, conditions, products, and yield Reactants: CCO, C=C(C)n1c(=O)n(CCCCl)c2ccccc21, Cl. Product: O=c1[nH]c2ccccc2n1CCCCl. As a reaction SMILES: [CH3:19][CH2:20][OH:21].[Cl:1][CH2:2][CH2:3][CH2:4][n:5]1[c:6](=[O:17])[n:7]([C:14]([CH3:15])=[CH2:16])[c:8]2[c:9]1[cH:10][cH:11][cH:12][cH:13]2.[ClH:18]>>[Cl:1][CH2:2][CH2:3][CH2:4][n:5]1[c:6](=[O:17])[nH:7][c:8]2[c:9]1[cH:10][cH:11][cH:12][cH:13]2.